This data is from the Open Reaction Database (ORD), a public repository of structured organic reaction records. The task is: describe an organic reaction: reactants, conditions, products, and yield The reactants are CCOCC, CC=CCC1Cc2ccc(OC)cc2C1=O, CCCCCC, CO, ClCCl, O=[O+][O-]. Yields the product COc1ccc2c(c1)C(=O)C(CC=O)C2. Reaction SMILES: [CH2:26]([O:28][CH2:27][CH3:29])[CH3:30].[CH2:4]([CH:5]=[CH:6][CH3:7])[CH:8]1[C:9](=[O:19])[c:10]2[cH:11][c:12]([O:17][CH3:18])[cH:13][cH:14][c:15]2[CH2:16]1.[CH3:20][CH2:21][CH2:22][CH2:23][CH2:24][CH3:25].[CH3:34][OH:35].[Cl:31][CH2:32][Cl:33].[O-:1][O+:2]=[O:3]>>[CH2:4]([CH:5]=[O:28])[CH:8]1[C:9](=[O:19])[c:10]2[cH:11][c:12]([O:17][CH3:18])[cH:13][cH:14][c:15]2[CH2:16]1. Reagents/catalysts: C1=CC=C(C=C1)P([C-]2C=CC=C2)C3=CC=CC=C3.C1=CC=C(C=C1)P([C-]2C=CC=C2)C3=CC=CC=C3.Cl[Pd]Cl.[Fe+2] (Pd(dppf)Cl2). Conditions: temperature 80 celsius. RXN SMILES: Br[C:2]1[CH:23]=[C:22]([C:24]([F:27])([F:26])[F:25])[CH:21]=[C:20]([Cl:28])[C:3]=1[CH2:4][NH:5][C:6]1[CH:11]=[CH:10][C:9]([C:12]2[CH:17]=[CH:16][C:15]([Cl:18])=[CH:14][C:13]=2[Cl:19])=[CH:8][CH:7]=1.CC1(C)C(C)(C)OB([C:37]2[CH:38]=[CH:39][C:40]([C:43]([NH:45][CH2:46][CH2:47][C:48]([O:50][CH2:51][CH3:52])=[O:49])=[O:44])=[N:41][CH:42]=2)O1.C([O-])([O-])=O.[K+].[K+]>O1CCOCC1.CCOC(C)=O.[Na+].[Cl-].C1C=CC(P(C2C=CC=CC=2)[C-]2C=CC=C2)=CC=1.C1C=CC(P(C2C=CC=CC=2)[C-]2C=CC=C2)=CC=1.Cl[Pd]Cl.[Fe+2]>[Cl:28][C:20]1[C:3]([CH2:4][NH:5][C:6]2[CH:7]=[CH:8][C:9]([C:12]3[CH:17]=[CH:16][C:15]([Cl:18])=[CH:14][C:13]=3[Cl:19])=[CH:10][CH:11]=2)=[C:2]([C:37]2[CH:38]=[CH:39][C:40]([C:43]([NH:45][CH2:46][CH2:47][C:48]([O:50][CH2:51][CH3:52])=[O:49])=[O:44])=[N:41][CH:42]=2)[CH:23]=[C:22]([C:24]([F:27])([F:25])[F:26])[CH:21]=1 |f:2.3.4,7.8,9.10.11.12|. Solvent: CCOC(=O)C (EtOAc), [Na+].[Cl-] (NaCl), O1CCOCC1 (1,4-dioxane). Product: ClC=1C(=C(C=C(C1)C(F)(F)F)C=1C=CC(=NC1)C(=O)NCCC(=O)OCC)CNC1=CC=C(C=C1)C1=C(C=C(C=C1)Cl)Cl (ethyl 3-(5-(3-chloro-2-(((2′,4′-dichloro-[1,1′-biphenyl]-4-yl)amino)methyl)-5-(trifluoromethyl)phenyl)picolinamido)propanoate). Procedure details: N-(2-bromo-6-chloro-4-(trifluoromethyl)benzyl)-2′,4′-dichloro-[1,1′-biphenyl]-4-amine (4.5 g, 8.8 mmol) and ethyl 3-(5-(4,4,5,5-tetramethyl-1,3,2-dioxaborolan-2-yl)picolinamido)propanoate (3.1 g, 8.8 mmol), Pd(dppf)Cl2 (321 mg, 0.4 mmol), and 2 M K2CO3 (aq) (8.8 mL, 17.6 mmol) were dissolved in 1,4-dioxane (35 mL) and heated to 80° C. After 1 h the reaction was cooled to room temperature diluted with EtOAc and 4M aqueous NaCl, and the layers were separated. The aqueous layer was extracted with E... The reactants are BrC1=C(CNC2=CC=C(C=C2)C2=C(C=C(C=C2)Cl)Cl)C(=CC(=C1)C(F)(F)F)Cl (N-(2-bromo-6-chloro-4-(trifluoromethyl)benzyl)-2′,4′-dichloro-[1,1′-biphenyl]-4-amine), CC1(OB(OC1(C)C)C=1C=CC(=NC1)C(=O)NCCC(=O)OCC)C (ethyl 3-(5-(4,4,5,5-tetramethyl-1,3,2-dioxaborolan-2-yl)picolinamido)propanoate), C(=O)([O-])[O-].[K+].[K+] (K2CO3). Starting materials: CC#N, ClCCCCI, [K+], [K+], O=C([O-])[O-], O=c1[nH]c2ccccc2o1. Yields the product O=c1oc2ccccc2n1CCCCCl. RXN SMILES: [CH3:23][C:24]#[N:25].[Cl:11][CH2:12][CH2:13][CH2:14][CH2:15][I:16].[K+:17].[K+:18].[O-:19][C:20]([O-:21])=[O:22].[o:1]1[c:2](=[O:10])[nH:3][c:4]2[c:5]1[cH:6][cH:7][cH:8][cH:9]2>>[o:1]1[c:2](=[O:10])[n:3]([CH2:15][CH2:14][CH2:13][CH2:12][Cl:11])[c:4]2[c:5]1[cH:6][cH:7][cH:8][cH:9]2. The reactants are IC1=C(CO)C=CC=C1 (2-iodo-benzyl alcohol), [H-].[Na+] (NaH), [H-].[Na+] (NaH), C(C=C)Br (allyl bromide). Run in C1CCOC1 (THF). Reaction conditions: time 8 hour. Product: C(C=C)OCC1=C(C=CC=C1)I (1-[(allyloxy)methyl]-2-iodobenzene). Yield: 105.7%. RXN SMILES: [I:1][C:2]1[CH:9]=[CH:8][CH:7]=[CH:6][C:3]=1[CH2:4][OH:5].[H-].[Na+].[CH2:12](Br)[CH:13]=[CH2:14]>C1COCC1>[CH2:14]([O:5][CH2:4][C:3]1[CH:6]=[CH:7][CH:8]=[CH:9][C:2]=1[I:1])[CH:13]=[CH2:12] |f:1.2|. Reported procedure: To a THF (200 ml) solution of 2-iodo-benzyl alcohol (25 g, 107 mmol), at r.t., was added the NaH (5.12 g, 128 mmol) in small portions. After complete addition of the NaH the allyl bromide (11.1 ml, 128 mmol) was added via syringe. The mixture was stirred overnight at room temperature. The resulting white heterogeneous mixture was quenched with H2O (100 ml) and diluted with 300 ml of Et2O followed by washing with H2O (2×100 ml) and brine (1×100 ml). The organic layer was dried over MgSO4 and conc...